Dataset: the Open Reaction Database (ORD), a public repository of structured organic reaction records. Task: describe an organic reaction: reactants, conditions, products, and yield Reactants: NN1C=NC2=CC=C(C=C2C1(C1=C(C=CC=C1F)F)O)Cl (3-amino-6-chloro-3,4-dihydro-4-hydroxy-4-(2,6-difluorophenyl)quinazoline), C1(C=2C(C(N1CC(=O)Cl)=O)=CC=CC2)=O (α-phthalimidoacetyl chloride). The solvent is N1=CC=CC=C1 (pyridine). Yields the product FC1=C(C(=O)C2=C(C=CC(=C2)Cl)N(C(CN2C(C3=CC=CC=C3C2=O)=O)=O)C=NNC(CN2C(C3=CC=CC=C3C2=O)=O)=O)C(=CC=C1)F (1,3-dioxo-2-isoindolineacetic acid, [[N-[2-(2,6-difluorobenzoyl)-4-chlorophenyl]-1,3-dioxo-2-isoindolineacetamido]methylene]hydrazide). Reaction SMILES: [NH2:1][N:2]1[C:11]([OH:20])([C:12]2[C:17]([F:18])=[CH:16][CH:15]=[CH:14][C:13]=2[F:19])[C:10]2[C:5](=[CH:6][CH:7]=[C:8]([Cl:21])[CH:9]=2)[N:4]=[CH:3]1.[C:22]1(=[O:36])[N:26]([CH2:27][C:28](Cl)=[O:29])[C:25](=[O:31])[C:24]2=[CH:32][CH:33]=[CH:34][CH:35]=[C:23]12>N1C=CC=CC=1>[F:19][C:13]1[CH:14]=[CH:15][CH:16]=[C:17]([F:18])[C:12]=1[C:11]([C:10]1[CH:9]=[C:8]([Cl:21])[CH:7]=[CH:6][C:5]=1[N:4]([CH:3]=[N:2][NH:1][C:28](=[O:29])[CH2:27][N:26]1[C:22](=[O:36])[C:23]2[C:24](=[CH:32][CH:33]=[CH:34][CH:35]=2)[C:25]1=[O:31])[C:28](=[O:29])[CH2:27][N:26]1[C:25](=[O:31])[C:24]2[C:23](=[CH:35][CH:34]=[CH:33][CH:32]=2)[C:22]1=[O:36])=[O:20]. Procedure: In the manner given in Example 1, 3-amino-6-chloro-3,4-dihydro-4-hydroxy-4-(2,6-difluorophenyl)quinazoline with pyridine is reacted with α-phthalimidoacetyl chloride to give 1,3-dioxo-2-isoindolineacetic acid, [[N-[2-(2,6-difluorobenzoyl)-4-chlorophenyl]-1,3-dioxo-2-isoindolineacetamido]methylene]hydrazide. RXN SMILES: [CH2:25]1[O:26][CH2:27][CH2:28][O:29][CH2:30]1.[Cl:1][c:2]1[c:3]([F:23])[c:4]([F:22])[cH:5][c:6]2[c:7]([OH:21])[c:8]([C:16](=[O:17])[O:18][CH2:19][CH3:20])[c:9]([S:12][CH2:13][O:14][CH3:15])[n:10][c:11]12.[ClH:31].[OH2:24]>>[Cl:1][c:2]1[c:3]([F:23])[c:4]([F:22])[cH:5][c:6]2[c:7]([OH:21])[c:8]([C:16](=[O:17])[O:18][CH2:19][CH3:20])[c:9]([SH:12])[n:10][c:11]12. Starting materials: C1COCCO1, CCOC(=O)c1c(SCOC)nc2c(Cl)c(F)c(F)cc2c1O, Cl, O. Yields the product CCOC(=O)c1c(S)nc2c(Cl)c(F)c(F)cc2c1O. Reactants: O[C@]1(O[C@@H](C[C@@H](C1)O)CC[C@@H](C=C)C)[C@H]1N(C(SC1)=O)CC1=CC=C(C=C1)OC ((R)-4-((2R,4S,6R)-2,4-dihydroxy-6-((S)-3-methylpent-4-enyl)-tetrahydro-2H-pyran-2-yl)-3-(4-methoxybenzyl)thiazolidin-2-one), O[C@]1(O[C@@H](C[C@@H](C1)O)CCCC=C)[C@H]1N(C(SC1)=O)CC1=CC=C(C=C1)OC ((R)-4-((2R,4S,6R)-2,4-dihydroxy-6-(pent-4-enyl)-tetrahydro-2H-pyran-2-yl)-3-(4-methoxybenzyl)thiazolidin-2-one). The product is O[C@@H]1C[C@](O[C@@H](C1)CC[C@@H](C=C)C)(OC)[C@H]1N(C(SC1)=O)CC1=CC=C(C=C1)OC ((R)-4-((2R,4S,6R)-4-Hydroxy-2-methoxy-6-((S)-3-methylpent-4-enyl)-tetrahydro-2H-pyran-2-yl)-3-(4-methoxybenzyl)thiazolidin-2-one). Reaction SMILES: [OH:1][C@:2]1([C@@H:15]2[CH2:19][S:18][C:17](=[O:20])[N:16]2[CH2:21][C:22]2[CH:27]=[CH:26][C:25]([O:28][CH3:29])=[CH:24][CH:23]=2)[CH2:7][C@@H:6]([OH:8])[CH2:5][C@@H:4]([CH2:9][CH2:10][C@H:11]([CH3:14])[CH:12]=[CH2:13])[O:3]1.O[C@:31]1([C@@H]2CSC(=O)N2CC2C=CC(OC)=CC=2)C[C@@H](O)C[C@@H](CCCC=C)O1>>[OH:8][C@H:6]1[CH2:5][C@@H:4]([CH2:9][CH2:10][C@H:11]([CH3:14])[CH:12]=[CH2:13])[O:3][C@:2]([C@@H:15]2[CH2:19][S:18][C:17](=[O:20])[N:16]2[CH2:21][C:22]2[CH:23]=[CH:24][C:25]([O:28][CH3:29])=[CH:26][CH:27]=2)([O:1][CH3:31])[CH2:7]1. Procedure details: Application of the method shown in Example 13, with the modification that (R)-4-((2R,4S,6R)-2,4-dihydroxy-6-((S)-3-methylpent-4-enyl)-tetrahydro-2H-pyran-2-yl)-3-(4-methoxybenzyl)thiazolidin-2-one was substituted for (R)-4-((2R,4S,6R)-2,4-dihydroxy-6-(pent-4-enyl)-tetrahydro-2H-pyran-2-yl)-3-(4-methoxybenzyl)thiazolidin-2-one, afforded the title compound.